From a dataset of the Open Reaction Database (ORD), a public repository of structured organic reaction records. describe an organic reaction: reactants, conditions, products, and yield The reactants are C([O-])([O-])=O.[Na+].[Na+] (sodium carbonate), F (hydrofluoric acid), BrC=1C=C(C(=O)N)C=CC1 (3-bromobenzamide), N1=CC(=CC=C1)CCC(COC1=CC=C(C=C1)B(O)O)O[Si](C)(C)C(C)(C)C ((±)-4-[4-(3-pyridyl)-2-(tert-butyldimethylsilyloxy)butoxy]benzeneboronic acid). The reagents and catalysts are C=1C=CC(=CC1)[P](C=2C=CC=CC2)(C=3C=CC=CC3)[Pd]([P](C=4C=CC=CC4)(C=5C=CC=CC5)C=6C=CC=CC6)([P](C=7C=CC=CC7)(C=8C=CC=CC8)C=9C=CC=CC9)[P](C=1C=CC=CC1)(C=1C=CC=CC1)C=1C=CC=CC1 (tetrakis(triphenylphosphine)palladium(0)). Run in C(C)#N (acetonitrile), C1(=CC=CC=C1)C (toluene), C(C)O (ethanol). Conditions: temperature 120 celsius. The product is OC(COC1=CC=C(C=C1)C1=CC(=CC=C1)C(=O)N)CCC=1C=NC=CC1 ((±)-4'-(2-Hydroxy-4-(3-pyridyl)butoxy)biphenyl-3-carboxamide). Isolated yield 24.8%. Reaction SMILES: C(=O)([O-])[O-].[Na+].[Na+].Br[C:8]1[CH:9]=[C:10]([CH:14]=[CH:15][CH:16]=1)[C:11]([NH2:13])=[O:12].[N:17]1[CH:22]=[CH:21][CH:20]=[C:19]([CH2:23][CH2:24][CH:25]([O:37][Si](C(C)(C)C)(C)C)[CH2:26][O:27][C:28]2[CH:33]=[CH:32][C:31](B(O)O)=[CH:30][CH:29]=2)[CH:18]=1.F>C(#N)C.C1C=CC([P]([Pd]([P](C2C=CC=CC=2)(C2C=CC=CC=2)C2C=CC=CC=2)([P](C2C=CC=CC=2)(C2C=CC=CC=2)C2C=CC=CC=2)[P](C2C=CC=CC=2)(C2C=CC=CC=2)C2C=CC=CC=2)(C2C=CC=CC=2)C2C=CC=CC=2)=CC=1.C(O)C.C1(C)C=CC=CC=1>[OH:37][CH:25]([CH2:24][CH2:23][C:19]1[CH:18]=[N:17][CH:22]=[CH:21][CH:20]=1)[CH2:26][O:27][C:28]1[CH:33]=[CH:32][C:31]([C:8]2[CH:16]=[CH:15][CH:14]=[C:10]([C:11]([NH2:13])=[O:12])[CH:9]=2)=[CH:30][CH:29]=1 |f:0.1.2,^1:52,54,73,92|. Reported procedure: Prepared according to the method described in Example 33a) from toluene (3 ml), aqueous sodium carbonate (2 M, 1.4 ml), ethanol (0.8 ml), 3-bromobenzamide (0.5 g), (±)-4-[4-(3-pyridyl)-2-(tert-butyldimethylsilyloxy)butoxy]benzeneboronic acid (1.0 g) and tetrakis(triphenylphosphine)palladium(0) (70 mg) with heating at 120° C. for 3 hours. The residue obtained after work up was purified by column chromatography over silica eluting with 5% ethanol in dichloromethane to give a yellow gum which was d... The reactants are [OH-].[Na+] (NaOH), C(C)OC(C1(NS(=O)(=O)C2=CC=C3C(=CN=C(C3=C2)NC(=N)N)Cl)CCCC1)=O (N-[(4-chloro-1-guanidino-7-isoquinolinyl)sulphonyl]cycloleucine ethyl ester), Cl (HCl). Solvent: CO (MeOH). Conditions: temperature 45 celsius. Yields the product ClC1=CN=C(C2=CC(=CC=C12)S(=O)(=O)NC1(CCCC1)C(=O)O)NC(=N)N (N-[(4-chloro-1-guanidino-7-isoquinolinyl)sulphonyl]cycloleucine). Yield: 97.5%. As a reaction SMILES: [OH-].[Na+].C([O:5][C:6](=[O:31])[C:7]1([CH2:30][CH2:29][CH2:28][CH2:27]1)[NH:8][S:9]([C:12]1[CH:21]=[C:20]2[C:15]([C:16]([Cl:26])=[CH:17][N:18]=[C:19]2[NH:22][C:23]([NH2:25])=[NH:24])=[CH:14][CH:13]=1)(=[O:11])=[O:10])C.Cl>CO>[Cl:26][C:16]1[C:15]2[C:20](=[CH:21][C:12]([S:9]([NH:8][C:7]3([C:6]([OH:31])=[O:5])[CH2:30][CH2:29][CH2:28][CH2:27]3)(=[O:10])=[O:11])=[CH:13][CH:14]=2)[C:19]([NH:22][C:23]([NH2:25])=[NH:24])=[N:18][CH:17]=1 |f:0.1|. Procedure details: A solution of NaOH (75 mL, 2 M, 150 mmol) was added to a solution of N-[(4-chloro-1-guanidino-7-isoquinolinyl)sulphonyl]cycloleucine ethyl ester (1.39 g, 3.16 mmol) in MeOH (75 mL) and the mixture heated at 40-50° C. for 24 h. The cooled mixture was neutrilised with dilute HCl (75 mL, 2 M) to give a precipitate and the MeOH was evaporated in vacuo. The solid was collected by filtration, with copious water washing, and dried under high vacuum to give N-[(4-chloro-1-guanidino-7-isoquinolinyl)sulph... The reactants are ClC=1C(=C(C=CC1)NC1=NC=NC2=CC(=C(C=C12)CNC(C)C)OC)F (N-(3-Chloro-2-fluorophenyl)-6-[(isopropylamino)methyl]-7-methoxyquinazolin-4-amine), CCOC(=O)[C@@H](C)OS(=O)(=O)C(F)(F)F (ethyl O-trifluoromethanesulfonyl-D-lactate). The product is ClC=1C(=C(C=CC1)NC1=NC=NC2=CC(=C(C=C12)CN([C@@H](C)C(=O)O)C(C)C)OC)F (N-({4-[(3-chloro-2-fluorophenyl)amino]-7-methoxyquinazolin-6-yl}methyl)-N-isopropyl-L-alanine). RXN SMILES: [Cl:1][C:2]1[C:3]([F:26])=[C:4]([NH:8][C:9]2[C:18]3[C:13](=[CH:14][C:15]([O:24][CH3:25])=[C:16]([CH2:19][NH:20][CH:21]([CH3:23])[CH3:22])[CH:17]=3)[N:12]=[CH:11][N:10]=2)[CH:5]=[CH:6][CH:7]=1.CC[O:29][C:30]([C@H:32](OS(C(F)(F)F)(=O)=O)[CH3:33])=[O:31]>>[Cl:1][C:2]1[C:3]([F:26])=[C:4]([NH:8][C:9]2[C:18]3[C:13](=[CH:14][C:15]([O:24][CH3:25])=[C:16]([CH2:19][N:20]([CH:21]([CH3:23])[CH3:22])[C@H:32]([C:30]([OH:29])=[O:31])[CH3:33])[CH:17]=3)[N:12]=[CH:11][N:10]=2)[CH:5]=[CH:6][CH:7]=1. Procedure: N-(3-Chloro-2-fluorophenyl)-6-[(isopropylamino)methyl]-7-methoxyquinazolin-4-amine was coupled with ethyl O-trifluoromethanesulfonyl-D-lactate and hydrolysed using analogous methods to those described for the equivalent steps in Example 46 to give N-({4-[(3-chloro-2-fluorophenyl)amino]-7-methoxyquinazolin-6-yl}methyl)-N-isopropyl-L-alanine; 1H NMR Spectrum: (DMSO-d6) 1.08 (d, 6H); 1.31 (d, 3H); 3.10 (m, 1H); 3.63 (q, 1H); 3.98 (s, 3H); 4.02 (s, 2H); 7.20 (s, 1H); 7.29 (t, 1H); 7.49 (m, 1H); 7.59...